Dataset: the Open Reaction Database (ORD), a public repository of structured organic reaction records. Task: describe an organic reaction: reactants, conditions, products, and yield Starting materials: CCN(C(C)C)C(C)C, O=C(Cl)C1CCCCC1, ClCCl, COC(=O)c1ccc2c(c1)CC(C)(C)C(c1ccc(Cl)c(N)c1)N2. Reaction SMILES: [CH:25]([N:26]([CH2:27][CH3:28])[CH:29]([CH3:30])[CH3:31])([CH3:32])[CH3:33].[CH:34]1([C:40](=[O:41])[Cl:42])[CH2:35][CH2:36][CH2:37][CH2:38][CH2:39]1.[Cl:43][CH2:44][Cl:45].[NH2:1][c:2]1[cH:3][c:4]([CH:9]2[NH:10][c:11]3[cH:12][cH:13][c:14]([C:21](=[O:22])[O:23][CH3:24])[cH:15][c:16]3[CH2:17][C:18]2([CH3:19])[CH3:20])[cH:5][cH:6][c:7]1[Cl:8]>>[NH:1]([c:2]1[cH:3][c:4]([CH:9]2[NH:10][c:11]3[cH:12][cH:13][c:14]([C:21](=[O:22])[O:23][CH3:24])[cH:15][c:16]3[CH2:17][C:18]2([CH3:19])[CH3:20])[cH:5][cH:6][c:7]1[Cl:8])[C:40]([CH:34]1[CH2:35][CH2:36][CH2:37][CH2:38][CH2:39]1)=[O:41]. Product: COC(=O)c1ccc2c(c1)CC(C)(C)C(c1ccc(Cl)c(NC(=O)C3CCCCC3)c1)N2.